From a dataset of the Open Reaction Database (ORD), a public repository of structured organic reaction records. describe an organic reaction: reactants, conditions, products, and yield Reactants: CSC(Oc1ccc2ncc(Br)cc2c1)C(=O)NC(C)(C)C, C1CCOC1, C#C[Si](C)(C)C, CCOC(C)=O, [Cu], I. Yields the product CSC(Oc1ccc2ncc(C#C[Si](C)(C)C)cc2c1)C(=O)NC(C)(C)C. RXN SMILES: [Br:1][c:2]1[cH:3][n:4][c:5]2[cH:6][cH:7][c:8]([O:12][CH:13]([C:14](=[O:15])[NH:16][C:17]([CH3:18])([CH3:19])[CH3:20])[S:21][CH3:22])[cH:9][c:10]2[cH:11]1.[CH2:29]1[O:30][CH2:31][CH2:32][CH2:33]1.[CH3:23][Si:24]([CH3:25])([CH3:26])[C:27]#[CH:28].[CH3:34][CH2:35][O:36][C:37](=[O:38])[CH3:39].[Cu:41].[I:40]>>[c:2]1([C:28]#[C:27][Si:24]([CH3:23])([CH3:25])[CH3:26])[cH:3][n:4][c:5]2[cH:6][cH:7][c:8]([O:12][CH:13]([C:14](=[O:15])[NH:16][C:17]([CH3:18])([CH3:19])[CH3:20])[S:21][CH3:22])[cH:9][c:10]2[cH:11]1. The reactants are ClC1=NC2=CC=CC=C2C(=N1)Cl (2,4-dichloroquinazoline), ClC=1C=C(N)C=CC1Cl (3,4-di-chloroaniline), CC1=NNC(=C1)C (3,5-dimethylpyrazole). Procedure: Was prepared according to Method B from 2,4-dichloroquinazoline, 3,4-di-chloroaniline and 3,5-dimethylpyrazole. Mp. 223.9-226.5° C. Yields the product ClC=1C=C(C=CC1Cl)NC1=NC(=NC2=CC=CC=C12)N1N=C(C=C1C)C ((3,4-Dichloro-phenyl)-[2-(3,5-dimethyl-pyrazol-1-yl)-quinazolin-4-yl]-amine). Reaction SMILES: Cl[C:2]1[N:11]=[C:10](Cl)[C:9]2[C:4](=[CH:5][CH:6]=[CH:7][CH:8]=2)[N:3]=1.[Cl:13][C:14]1[CH:15]=[C:16]([CH:18]=[CH:19][C:20]=1[Cl:21])[NH2:17].[CH3:22][C:23]1[CH:27]=[C:26]([CH3:28])[NH:25][N:24]=1>>[Cl:13][C:14]1[CH:15]=[C:16]([NH:17][C:10]2[C:9]3[C:4](=[CH:5][CH:6]=[CH:7][CH:8]=3)[N:3]=[C:2]([N:24]3[C:23]([CH3:22])=[CH:27][C:26]([CH3:28])=[N:25]3)[N:11]=2)[CH:18]=[CH:19][C:20]=1[Cl:21]. Starting materials: [K+].C(C)(C)(C)OC(=O)NC(C(=O)[O-])(\C=C/CC#N)C ((3Z)-2-[(tert-butoxycarbonyl)amino]-5-cyano-2-methylpent-3-enoic acid potassium salt), Cl (HCl). Run in O (DI water). Conditions: temperature 50 celsius, time 2 hour. Product: Cl.NC(C(=O)O)(\C=C/CC#N)C ((3Z)-2-amino-5-cyano-2-methylpent-3-enoic acid hydrochloride). Reaction SMILES: [K+].C(OC([NH:9][C:10]([CH3:19])(/[CH:14]=[CH:15]\[CH2:16][C:17]#[N:18])[C:11]([O-:13])=[O:12])=O)(C)(C)C.[ClH:20]>O>[ClH:20].[NH2:9][C:10]([CH3:19])(/[CH:14]=[CH:15]\[CH2:16][C:17]#[N:18])[C:11]([OH:13])=[O:12] |f:0.1,4.5|. Procedure: The (3Z)-2-[(tert-butoxycarbonyl)amino]-5-cyano-2-methylpent-3-enoic acid potassium salt product of Example 1j is taken up in DI water (80 mL) containing HCl. The reaction mixture is stirred at 50° C. for 2 h. and concentrated on a rotary evaporator to give the crude product. It is purified using a Gilson chromatographic system to provide the desired title product. The reactants are O=C(OC(Cl)(Cl)Cl)OC(Cl)(Cl)Cl, Nc1cc(N2CCNCC2)c2ccc(Cl)cc2n1, O=C(O)C(F)(F)F, [Na+], O=C([O-])O, O=C(O)NC1CCCCN(C(=O)NCC(F)(F)F)C1=O. Product: Nc1cc(N2CCN(C(=O)NC3CCCCN(C(=O)NCC(F)(F)F)C3=O)CC2)c2ccc(Cl)cc2n1. Reaction SMILES: [Cl:28][C:29]([Cl:30])([O:31][C:32](=[O:33])[O:34][C:35]([Cl:36])([Cl:37])[Cl:38])[Cl:39].[Cl:45][c:46]1[cH:47][cH:48][c:49]2[c:50]([N:57]3[CH2:58][CH2:59][NH:60][CH2:61][CH2:62]3)[cH:51][c:52]([NH2:56])[n:53][c:54]2[cH:55]1.[F:21][C:22]([F:23])([F:24])[C:25]([OH:26])=[O:27].[Na+:44].[O-:40][C:41]([OH:42])=[O:43].[O:1]=[C:2]1[N:3]([C:13](=[O:14])[NH:15][CH2:16][C:17]([F:18])([F:19])[F:20])[CH2:4][CH2:5][CH2:6][CH2:7][CH:8]1[NH:9][C:10]([OH:11])=[O:12]>>[O:1]=[C:2]1[N:3]([C:13](=[O:14])[NH:15][CH2:16][C:17]([F:18])([F:19])[F:20])[CH2:4][CH2:5][CH2:6][CH2:7][CH:8]1[NH:9][C:10](=[O:12])[N:60]1[CH2:59][CH2:58][N:57]([c:50]2[c:49]3[cH:48][cH:47][c:46]([Cl:45])[cH:55][c:54]3[n:53][c:52]([NH2:56])[cH:51]2)[CH2:62][CH2:61]1. Starting materials: CC1=C(COC=2C=C(C=CC2)C2(CC2)C=O)C(=CC=C1)C (1-(3-(2,6-Dimethylbenzyloxy)phenyl)cyclopropanecarbaldehyde), CC(=O)C.OS(=O)(=O)O.O=[Cr](=O)=O (jones reagent). Solvent: CCOC(=O)C (EtOAc), CC(=O)C (acetone). Run at time 6 hour. Product: CC1=C(COC=2C=C(C=CC2)C2(CC2)C(=O)O)C(=CC=C1)C (1-(3-(2,6-Dimethylbenzyloxy)phenyl)cyclopropanecarboxylic acid). As a reaction SMILES: [CH3:1][C:2]1[CH:20]=[CH:19][CH:18]=[C:17]([CH3:21])[C:3]=1[CH2:4][O:5][C:6]1[CH:7]=[C:8]([C:12]2([CH:15]=[O:16])[CH2:14][CH2:13]2)[CH:9]=[CH:10][CH:11]=1.CC(C)=[O:24].OS(O)(=O)=O.O=[Cr](=O)=O>CC(C)=O.CCOC(C)=O>[CH3:1][C:2]1[CH:20]=[CH:19][CH:18]=[C:17]([CH3:21])[C:3]=1[CH2:4][O:5][C:6]1[CH:7]=[C:8]([C:12]2([C:15]([OH:24])=[O:16])[CH2:14][CH2:13]2)[CH:9]=[CH:10][CH:11]=1 |f:1.2.3|. Reported procedure: To a stirred solution of 1-(3-(2,6-Dimethylbenzyloxy)phenyl)cyclopropanecarbaldehyde (Step D, 3.5 g, 12.5 mmol) in acetone (50 ml) was added drop wise jones reagent (15 ml) at room temperature. The reaction mixture was stirred for 6 hours, diluted in EtOAc and washed with water, brine, dried over Na2SO4, filtered, concentrated and purified by flash chromatography on a silica gel column (chloroform:methanol, 95:5 spiked with acetic acid) to give the title compound. Reactants: C1CCOC1, CO, CCOC(=O)C1(c2cc(Cl)c(OCC(F)(F)F)c(-c3ccc(CC)cc3)c2)CCC1, [Li+], [OH-], O, O. Yields the product CCc1ccc(-c2cc(C3(C(=O)O)CCC3)cc(Cl)c2OCC(F)(F)F)cc1. RXN SMILES: [CH2:36]1[O:37][CH2:38][CH2:39][CH2:40]1.[CH3:34][OH:35].[Cl:1][c:2]1[cH:3][c:4]([C:22]2([C:26](=[O:27])[O:28][CH2:29][CH3:30])[CH2:23][CH2:24][CH2:25]2)[cH:5][c:6](-[c:14]2[cH:15][cH:16][c:17]([CH2:20][CH3:21])[cH:18][cH:19]2)[c:7]1[O:8][CH2:9][C:10]([F:11])([F:12])[F:13].[Li+:33].[OH-:32].[OH2:31].[OH2:41]>>[Cl:1][c:2]1[cH:3][c:4]([C:22]2([C:26](=[O:27])[OH:28])[CH2:23][CH2:24][CH2:25]2)[cH:5][c:6](-[c:14]2[cH:15][cH:16][c:17]([CH2:20][CH3:21])[cH:18][cH:19]2)[c:7]1[O:8][CH2:9][C:10]([F:11])([F:12])[F:13]. Starting materials: CCOC(=O)C1(CCOC)CCN(S(=O)(=O)c2ccccc2Cl)CC1, C[Al+]C, Cc1ccccc1, [Cl-], NCCc1ccccc1Cl. Yields the product O=C1N(CCc2ccccc2Cl)CCC12CCN(S(=O)(=O)c1ccccc1Cl)CC2. As a reaction SMILES: [CH2:1]([O:2][C:4](=[O:5])[C:6]1([CH2:22][CH2:23][O:3][CH3:24])[CH2:7][CH2:8][N:9]([S:12](=[O:13])(=[O:14])[c:15]2[c:16]([Cl:21])[cH:17][cH:18][cH:19][cH:20]2)[CH2:10][CH2:11]1)[CH3:25].[CH3:27][Al+:28][CH3:29].[CH3:40][c:41]1[cH:42][cH:43][cH:44][cH:45][cH:46]1.[Cl-:26].[Cl:30][c:31]1[c:32]([CH2:37][CH2:38][NH2:39])[cH:33][cH:34][cH:35][cH:36]1>>[C:4]1(=[O:5])[C:6]2([CH2:7][CH2:8][N:9]([S:12](=[O:13])(=[O:14])[c:15]3[c:16]([Cl:21])[cH:17][cH:18][cH:19][cH:20]3)[CH2:10][CH2:11]2)[CH2:22][CH2:23][N:39]1[CH2:38][CH2:37][c:32]1[c:31]([Cl:30])[cH:36][cH:35][cH:34][cH:33]1.